Task: describe an organic reaction: reactants, conditions, products, and yield. Dataset: the Open Reaction Database (ORD), a public repository of structured organic reaction records Starting materials: C(C)(=O)OCC (ethyl acetate), N[C@H](CCSC)C(=O)O (D-Methionine), O (water), N(=O)[O-].[Na+] (Sodium nitrite). Solvent: C(C)(=O)O (acetic acid). Conditions: time 90 minute. Product: C(C)(=O)O[C@@H](C(=O)O)CCSC ((R)-2-Acetoxy-4-(methylthio)butyric Acid). RXN SMILES: N[C@@H:2]([C:7]([OH:9])=[O:8])[CH2:3][CH2:4][S:5][CH3:6].N([O-])=O.[Na+].O.[C:15]([O:18]CC)(=[O:17])[CH3:16]>C(O)(=O)C>[C:15]([O:18][C@H:2]([CH2:3][CH2:4][S:5][CH3:6])[C:7]([OH:9])=[O:8])(=[O:17])[CH3:16] |f:1.2|. Procedure details: D-Methionine (14.9 g, 0.10 mol) was stirred in 300 ml of acetic acid. Sodium nitrite (13.8 g, 0.2 mol) was added portionwise over 45 minutes while maintaining the temperature in the range 20°-30° C. After stirring for an additional 90 minutes at room temperature, the resulting yellow solution was stripped in vacuo to solids which were distributed between 300 ml each of water and ethyl acetate. The organic layer was separated, washed with saturated NaCl, dried over MgSO4 and stripped to yield 7.0... Starting materials: C1(=CC=CC=C1)NC(C=CSC1=CC=CC=C1)=O (N-phenyl-3-(phenylthio)acrylamide), C(C)[O+](CC)CC.F[B-](F)(F)F.[H+].ClCCl (tetrafluoroboric acid triethyloxonium dichloromethane), ice water. The solvent is C(Cl)(Cl)Cl (chloroform). Conditions: temperature 50 celsius, time 5 hour. Product: C1(=CC=CC=C1)N=C(C=CSC1=CC=CC=C1)OCC (ethyl N-phenyl-3-(phenylthio)acrylimidate). As a reaction SMILES: [C:1]1([NH:7][C:8](=[O:18])[CH:9]=[CH:10][S:11][C:12]2[CH:17]=[CH:16][CH:15]=[CH:14][CH:13]=2)[CH:6]=[CH:5][CH:4]=[CH:3][CH:2]=1.[CH2:19]([O+](CC)CC)[CH3:20].F[B-](F)(F)F.[H+].ClCCl>C(Cl)(Cl)Cl>[C:1]1([N:7]=[C:8]([O:18][CH2:19][CH3:20])[CH:9]=[CH:10][S:11][C:12]2[CH:17]=[CH:16][CH:15]=[CH:14][CH:13]=2)[CH:2]=[CH:3][CH:4]=[CH:5][CH:6]=1 |f:1.2.3.4|. Procedure: N-phenyl-3-(phenylthio)acrylamide (2.0 g) was dissolved to chloroform (10 ml), and 7.8 ml of tetrafluoroboric acid triethyloxonium-dichloromethane 1 mol/L solution was added thereto dropwise under ice-cooling. It was stirred for one hour at room temperature, 50° C. for two hours and for five hours under heat refluxing. After cooling, ice-water was added to the reaction solution, then the chloroform layer was separated. The chloroform layer was washed with water, dried and distilled off the solve... The reactants are CN(C)CCCl, Cl, [K+], [K+], O=C([O-])[O-], CN(C)C=O, O=Cc1cccc(O)c1. Yields the product CN(C)CCOc1cccc(C=O)c1. Reaction SMILES: [CH3:17][N:18]([CH2:19][CH2:20][Cl:21])[CH3:22].[ClH:16].[K+:10].[K+:11].[O-:12][C:13]([O-:14])=[O:15].[O:23]=[CH:24][N:25]([CH3:26])[CH3:27].[OH:1][c:2]1[cH:3][c:4]([CH:5]=[O:6])[cH:7][cH:8][cH:9]1>>[O:1]([c:2]1[cH:3][c:4]([CH:5]=[O:6])[cH:7][cH:8][cH:9]1)[CH2:20][CH2:19][N:18]([CH3:17])[CH3:22].